Dataset: the Open Reaction Database (ORD), a public repository of structured organic reaction records. Task: describe an organic reaction: reactants, conditions, products, and yield Yields the product FC1=C(C=CC=C1F)C(C#CC)=O (1-(2,3-difluorophenyl)-2-butyn-1-one). Reaction SMILES: [C:1]([Li])#[C:2][CH3:3].[F:5][C:6]1[C:13]([F:14])=[CH:12][CH:11]=[CH:10][C:7]=1[CH:8]=[O:9]>O=[Mn]=O>[F:5][C:6]1[C:13]([F:14])=[CH:12][CH:11]=[CH:10][C:7]=1[C:8](=[O:9])[C:1]#[C:2][CH3:3]. Starting materials: hexanes EtOAc, intermediate 36, C(#CC)[Li] (1-propynyllithium), FC1=C(C=O)C=CC=C1F (2,3-difluorobenzaldehyde). Reagents/catalysts: O=[Mn]=O (MnO2). Procedure: Intermediate 40 was prepared (as described above for intermediate 36) from 1-propynyllithium, 500 mg of 2,3-difluorobenzaldehyde, and 1.5 g of MnO2 to yield 440 mg of the title compound homogeneous by TLC (Rf=0.5, 2/1 hexanes/EtOAc); 1H NMR (400 MHz, CDCl3) δ7.82-7.86 (m, 1H), 7.43-7.35 (m 1H), 7.22-7.15 (m, 1H), 2.15 (s, 3H).